From a dataset of the Open Reaction Database (ORD), a public repository of structured organic reaction records. describe an organic reaction: reactants, conditions, products, and yield The reactants are CC(C)(C)OC(=O)NCC#Cc1ccc2ncnc(Nc3ccc(OCc4cccc(F)c4)c(Cl)c3)c2c1, C1CCOC1, COCCO[AlH2-]OCCOC, Cc1ccccc1, [Na+]. Product: CC(C)(C)OC(=O)NCC=Cc1ccc2ncnc(Nc3ccc(OCc4cccc(F)c4)c(Cl)c3)c2c1. RXN SMILES: [C:1]([CH3:2])([CH3:3])([CH3:4])[O:5][C:6]([NH:7][CH2:8][C:9]#[C:10][c:11]1[cH:12][c:13]2[c:14]([NH:21][c:22]3[cH:23][c:24]([Cl:37])[c:25]([O:28][CH2:29][c:30]4[cH:31][c:32]([F:36])[cH:33][cH:34][cH:35]4)[cH:26][cH:27]3)[n:15][cH:16][n:17][c:18]2[cH:19][cH:20]1)=[O:38].[CH2:58]1[O:59][CH2:60][CH2:61][CH2:62]1.[CH3:40][O:41][CH2:42][CH2:43][O:44][AlH2-:45][O:46][CH2:47][CH2:48][O:49][CH3:50].[CH3:51][c:52]1[cH:53][cH:54][cH:55][cH:56][cH:57]1.[Na+:39]>>[C:1]([CH3:2])([CH3:3])([CH3:4])[O:5][C:6]([NH:7][CH2:8][CH:9]=[CH:10][c:11]1[cH:12][c:13]2[c:14]([NH:21][c:22]3[cH:23][c:24]([Cl:37])[c:25]([O:28][CH2:29][c:30]4[cH:31][c:32]([F:36])[cH:33][cH:34][cH:35]4)[cH:26][cH:27]3)[n:15][cH:16][n:17][c:18]2[cH:19][cH:20]1)=[O:38]. The reactants are [OH-].[Na+] (sodium hydroxide), C(C)OC(=O)C=1C=NN(C1C)C1=C(C=C(C=C1Cl)C(F)(F)F)Cl (4-ethoxycarbonyl-5-methyl-1-(2,6-dichloro-4-trifluoromethylphenyl)-1H-pyrazole), Cl (hydrochloric acid). Solvent: O (water), C(C)O (ethanol). Product: C(=O)(O)C=1C=NN(C1C)C1=C(C=C(C=C1Cl)C(F)(F)F)Cl (4-carboxy-5-methyl-1-(2,6-dichloro-4-trifluoromethylphenyl)-1H-pyrazole). Isolated yield 93.8%. RXN SMILES: C([O:3][C:4]([C:6]1[CH:7]=[N:8][N:9]([C:12]2[C:17]([Cl:18])=[CH:16][C:15]([C:19]([F:22])([F:21])[F:20])=[CH:14][C:13]=2[Cl:23])[C:10]=1[CH3:11])=[O:5])C.[OH-].[Na+].Cl>C(O)C.O>[C:4]([C:6]1[CH:7]=[N:8][N:9]([C:12]2[C:17]([Cl:18])=[CH:16][C:15]([C:19]([F:21])([F:22])[F:20])=[CH:14][C:13]=2[Cl:23])[C:10]=1[CH3:11])([OH:5])=[O:3] |f:1.2|. Reported procedure: By the method of Example 5, Step B, 137.4 g (0.374 mole) of 4-ethoxycarbonyl-5-methyl-1-(2,6-dichloro-4-trifluoromethylphenyl)-1H-pyrazole dissolved in 767 mL of ethanol was reacted with 23.6 g (0.59 mole) of sodium hydroxide dissolved in 413 mL of water. After being neutralized with 180 mL of 10% hydrochloric acid, this reaction yielded 119 g of 4-carboxy-5-methyl-1-(2,6-dichloro-4-trifluoromethylphenyl)-1H-pyrazole. The nmr spectrum of this solid was consistent with the proposed structure. Reactants: FC(C=1N=C(SC1C(=O)O)C1=CC=C(C=C1)OC)F (4-Difluoromethyl-2-(4-methoxy-phenyl)-thiazole-5-carboxylic acid), solution. The solvent is O1CCCC1 (tetrahydrofuran). Run at temperature 40 celsius, time 3 hour. Yields the product FC(C=1N=C(SC1CO)C1=CC=C(C=C1)OC)F ([4-difluoromethyl-2-(4-methoxy-phenyl)-thiazol-5-yl]-methanol). Isolated yield 104.0%. RXN SMILES: [F:1][CH:2]([F:19])[C:3]1[N:4]=[C:5]([C:11]2[CH:16]=[CH:15][C:14]([O:17][CH3:18])=[CH:13][CH:12]=2)[S:6][C:7]=1[C:8](O)=[O:9]>O1CCCC1>[F:19][CH:2]([F:1])[C:3]1[N:4]=[C:5]([C:11]2[CH:16]=[CH:15][C:14]([O:17][CH3:18])=[CH:13][CH:12]=2)[S:6][C:7]=1[CH2:8][OH:9]. Procedure: 2.73 g 4-Difluoromethyl-2-(4-methoxy-phenyl)-thiazole-5-carboxylic acid were dissolved in 30 ml tetrahydrofuran. 23 ml of a one molar solution of borane tetrahydrofuran complex were added and the reaction mixture stirred at 40° C. for three hours. The cooled reaction mixture was poured on ice water and extracted three times with portions of 100 ml ethyl acetate. The combined organic layers were dried over MgSO4. Then the solvent was removed in vacuo to obtain 2.70 g [4-difluoromethyl-2-(4-methox... The reactants are NC1=NNC=N1 (3-amino-1,2,4-triazole), C(C)(C)(C)[N+]#[C-] (tert-butylisonitrile), C(C1=CC=CO1)=O (furfural). The solvent is Cl(=O)(=O)(=O)O (perchloric acid). Yields the product C(C)(C)(C)NC1=C(N=C2N1NC=N2)C=2OC=CC2 (tert-Butyl-(5-furan-2-yl-imidazo[1,2-b][1,2,4]triazol-6-yl)-amine). As a reaction SMILES: [NH2:1][C:2]1[N:6]=[CH:5][NH:4][N:3]=1.[C:7]([N+:11]#[C-:12])([CH3:10])([CH3:9])[CH3:8].[CH:13](=O)[C:14]1[O:18][CH:17]=[CH:16][CH:15]=1>Cl(O)(=O)(=O)=O>[C:7]([NH:11][C:12]1[N:3]2[NH:4][CH:5]=[N:6][C:2]2=[N:1][C:13]=1[C:14]1[O:18][CH:17]=[CH:16][CH:15]=1)([CH3:10])([CH3:9])[CH3:8]. Procedure: Compound 1 was prepared in accordance with the general synthesis instructions from 1.0 ml (0.1 mmol) 3-amino-1,2,4-triazole solution (0,1 M, MC), 0.575 ml (0.115 mmol) tert-butylisonitrile solution (0.2 M, MC), 0.500 ml (0.15 mmol) furfural solution (0.3 M, MC) and 10 μl perchloric acid (w=20%) in a substance library. Reactants: CC(C)(C)O, CCN(C(C)C)C(C)C, O=C1NCCc2c[n+](CCF)cn21. The product is CC(C)(C)OC(=O)NCCc1cn(CCF)cn1. Reaction SMILES: [C:23]([CH3:24])([CH3:25])([CH3:26])[OH:27].[CH:14]([N:15]([CH2:16][CH3:17])[CH:18]([CH3:19])[CH3:20])([CH3:21])[CH3:22].[F:1][CH2:2][CH2:3][n+:4]1[cH:5][n:6]2[c:11]([cH:12]1)[CH2:10][CH2:9][NH:8][C:7]2=[O:13]>>[F:1][CH2:2][CH2:3][n:4]1[cH:5][n:6][c:11]([CH2:10][CH2:9][NH:8][C:7](=[O:13])[O:27][C:23]([CH3:24])([CH3:25])[CH3:26])[cH:12]1. Starting materials: O=S1(=O)CCN2C=CC=C(Br)C2=N1, COCCOC, [Na+], [Na+], O=C([O-])[O-], O, OB(O)c1ccc(-c2ccccc2)cc1, c1ccc(P(c2ccccc2)(c2ccccc2)[Pd](P(c2ccccc2)(c2ccccc2)c2ccccc2)(P(c2ccccc2)(c2ccccc2)c2ccccc2)P(c2ccccc2)(c2ccccc2)c2ccccc2)cc1. Product: O=S1(=O)CCN2C=CC=C(c3ccc(-c4ccccc4)cc3)C2=N1. RXN SMILES: [Br:7][C:8]1=[CH:9][CH:10]=[CH:11][N:12]2[C:13]1=[N:14][S:15](=[O:18])(=[O:19])[CH2:16][CH2:17]2.[CH3:36][O:37][CH2:38][CH2:39][O:40][CH3:41].[Na+:1].[Na+:2].[O-:3][C:4](=[O:5])[O-:6].[OH2:35].[c:20]1(-[c:29]2[cH:30][cH:31][cH:32][cH:33][cH:34]2)[cH:21][cH:22][c:23]([B:26]([OH:27])[OH:28])[cH:24][cH:25]1.[cH:42]1[cH:43][cH:44][c:45]([P:46]([Pd:47]([P:48]([c:49]2[cH:50][cH:51][cH:52][cH:53][cH:54]2)([c:55]2[cH:56][cH:57][cH:58][cH:59][cH:60]2)[c:61]2[cH:62][cH:63][cH:64][cH:65][cH:66]2)([P:67]([c:68]2[cH:69][cH:70][cH:71][cH:72][cH:73]2)([c:74]2[cH:75][cH:76][cH:77][cH:78][cH:79]2)[c:80]2[cH:81][cH:82][cH:83][cH:84][cH:85]2)[P:86]([c:87]2[cH:88][cH:89][cH:90][cH:91][cH:92]2)([c:93]2[cH:94][cH:95][cH:96][cH:97][cH:98]2)[c:99]2[cH:100][cH:101][cH:102][cH:103][cH:104]2)([c:105]2[cH:106][cH:107][cH:108][cH:109][cH:110]2)[c:111]2[cH:112][cH:113][cH:114][cH:115][cH:116]2)[cH:117][cH:118]1>>[C:8]1([c:23]2[cH:22][cH:21][c:20](-[c:29]3[cH:30][cH:31][cH:32][cH:33][cH:34]3)[cH:25][cH:24]2)=[CH:9][CH:10]=[CH:11][N:12]2[C:13]1=[N:14][S:15](=[O:18])(=[O:19])[CH2:16][CH2:17]2.